This data is from the Open Reaction Database (ORD), a public repository of structured organic reaction records. The task is: describe an organic reaction: reactants, conditions, products, and yield The reactants are crude mixture, C(C)(=O)[O-].[Na+] (sodium acetate), FC1=CC=C(C=C1)C1=C(CC(C1)(C)C)C1=CC=C(C=C1)S(=O)(=O)N (4-[2-(4-fluorophenyl)-4,4-dimethylcyclopenten-1yl)benzenesulfonamide), ClC=1C=C(C(=O)OO)C=CC1 (m-chloroperoxybenzoic acid), ClC=1C=C(C(=O)O)C=CC1 (m-chlorobenzoic acid). Run in C(C)(=O)O (acetic acid), O (water), ClCCl (dichloromethane). Run at time 3 hour. The product is FC1=CC=C(C=C1)C=1C(=CC(C1)(C)C)C1=CC=C(C=C1)S(=O)(=O)N (4-[4-(4-fluorophenyl)-1,1-dimethylcyclopenta-2,4-dien-3-yl]benzenesulfonamide). Isolated yield 67.0%. RXN SMILES: [F:1][C:2]1[CH:7]=[CH:6][C:5]([C:8]2[CH2:12][C:11]([CH3:14])([CH3:13])[CH2:10][C:9]=2[C:15]2[CH:20]=[CH:19][C:18]([S:21]([NH2:24])(=[O:23])=[O:22])=[CH:17][CH:16]=2)=[CH:4][CH:3]=1.ClC1C=C(C=CC=1)C(OO)=O.ClC1C=C(C=CC=1)C(O)=O.C([O-])(=O)C.[Na+]>ClCCl.C(O)(=O)C.O>[F:1][C:2]1[CH:7]=[CH:6][C:5]([C:8]2[C:9]([C:15]3[CH:16]=[CH:17][C:18]([S:21]([NH2:24])(=[O:22])=[O:23])=[CH:19][CH:20]=3)=[CH:10][C:11]([CH3:14])([CH3:13])[CH:12]=2)=[CH:4][CH:3]=1 |f:3.4|. Procedure: A solution of 1.0 g (2.89 mmol) of 4-[2-(4-fluorophenyl)-4,4-dimethylcyclopenten-1yl)benzenesulfonamide (from Step 2) in 20 mL of dichloromethane was treated with 800 mg (80% peroxyacid, 3.7 mmol) of m-chloroperoxybenzoic acid (MCPBA). The reaction was stirred at ambient temperature for 3 hours, washed with aqueous saturated sodium bisulfite, dried (MgSO4), and concentrated in vacuo to give a mixture of desired expoxide intermediate and m-chlorobenzoic acid; this crude mixture in 15 mL of acetic... Starting materials: C[Li] (methyllithium), C(CCCCCCCCCCC)[Mg]Br (n-dodecylmagnesium bromide), Cl (hydrochloric acid), C(CCCCCCC)[Si](CCC[Si](Cl)(Cl)Cl)(CCC[Si](Cl)(Cl)Cl)CCC[Si](Cl)(Cl)Cl (n-octyl-tris-[3-(trichlorosilyl)propyl]silane), C(CCCCCCCCCCC)[Mg]Br (n-dodecylmagnesium bromide), C(CCCCCCC)[Si](CCC[Si](Cl)(Cl)Cl)(CCC[Si](Cl)(Cl)Cl)CCC[Si](Cl)(Cl)Cl (n-octyl-tris-[3-(trichlorosilyl)propyl]silane), C(CCCCCCCCCCC)[Mg]Br (n-dodecylmagnesium bromide). Run in CCOCC (ether), O1CCCC1 (tetrahydrofuran). Yields the product C(CCCCCCC)[Si](CCC[Si](CCCCCCCCCCCC)(CCCCCCCCCCCC)CCCCCCCCCCCC)(CCC[Si](CCCCCCCCCCCC)(CCCCCCCCCCCC)CCCCCCCCCCCC)CCC[Si](CCCCCCCCCCCC)(CCCCCCCCCCCC)CCCCCCCCCCCC (n-octyl-tris-[3-(tridodecylsilyl)propyl]silane). Isolated yield 43.6%. RXN SMILES: [CH2:1]([Mg]Br)[CH2:2][CH2:3][CH2:4][CH2:5][CH2:6][CH2:7][CH2:8][CH2:9][CH2:10][CH2:11][CH3:12].[CH2:15]([Si:23]([CH2:38][CH2:39][CH2:40][Si:41](Cl)(Cl)Cl)([CH2:31][CH2:32][CH2:33][Si:34](Cl)(Cl)Cl)[CH2:24][CH2:25][CH2:26][Si:27](Cl)(Cl)Cl)[CH2:16][CH2:17][CH2:18][CH2:19][CH2:20][CH2:21][CH3:22].C[Li].Cl>CCOCC.O1CCCC1>[CH2:15]([Si:23]([CH2:38][CH2:39][CH2:40][Si:41]([CH2:12][CH2:11][CH2:10][CH2:9][CH2:8][CH2:7][CH2:6][CH2:5][CH2:4][CH2:3][CH2:2][CH3:1])([CH2:12][CH2:11][CH2:10][CH2:9][CH2:8][CH2:7][CH2:6][CH2:5][CH2:4][CH2:3][CH2:2][CH3:1])[CH2:12][CH2:11][CH2:10][CH2:9][CH2:8][CH2:7][CH2:6][CH2:5][CH2:4][CH2:3][CH2:2][CH3:1])([CH2:31][CH2:32][CH2:33][Si:34]([CH2:12][CH2:11][CH2:10][CH2:9][CH2:8][CH2:7][CH2:6][CH2:5][CH2:4][CH2:3][CH2:2][CH3:1])([CH2:12][CH2:11][CH2:10][CH2:9][CH2:8][CH2:7][CH2:6][CH2:5][CH2:4][CH2:3][CH2:2][CH3:1])[CH2:12][CH2:11][CH2:10][CH2:9][CH2:8][CH2:7][CH2:6][CH2:5][CH2:4][CH2:3][CH2:2][CH3:1])[CH2:24][CH2:25][CH2:26][Si:27]([CH2:12][CH2:11][CH2:10][CH2:9][CH2:8][CH2:7][CH2:6][CH2:5][CH2:4][CH2:3][CH2:2][CH3:1])([CH2:12][CH2:11][CH2:10][CH2:9][CH2:8][CH2:7][CH2:6][CH2:5][CH2:4][CH2:3][CH2:2][CH3:1])[CH2:1][CH2:2][CH2:3][CH2:4][CH2:5][CH2:6][CH2:7][CH2:8][CH2:9][CH2:10][CH2:11][CH3:12])[CH2:16][CH2:17][CH2:18][CH2:19][CH2:20][CH2:21][CH3:22]. Procedure details: Under a strong nitrogen flow, into a 2 L three-neck round bottom flask equipped with rubber septum, reflux condenser, nitrogen bypass inlet, and magnetic stirring bar were introduced freshly distilled tetrahydrofuran (350 Ml) and n-dodecylmagnesium bromide (800 Ml, 1.0M in diethyl ether, 800 mmol). In an inert atmosphere enclosure, into a 500 Ml addition funnel was added n-octyl-tris-[3-(trichlorosilyl)propyl]silane (30.0 g, 44.7 mmol, prepared by the procedure described in Example 1, Step (b)).... The reactants are CC(=O)[O-], CC(=O)[O-], C1CCOC1, CCOC(C)=O, COc1ccc2c(Cc3ccco3)nnc(Cl)c2c1, [Pd+2], c1ccc(P(c2ccccc2)c2ccccc2)cc1, [Li]c1ccccc1. The product is COc1ccc2c(Cc3ccco3)nnc(-c3ccccc3)c2c1. Reaction SMILES: [C:57]([O-:58])(=[O:59])[CH3:60].[C:62]([O-:63])(=[O:64])[CH3:65].[CH2:1]1[O:2][CH2:3][CH2:4][CH2:5]1.[CH3:51][CH2:52][O:53][C:54](=[O:55])[CH3:56].[Cl:13][c:14]1[n:15][n:16][c:17]([CH2:26][c:27]2[o:28][cH:29][cH:30][cH:31]2)[c:18]2[cH:19][cH:20][c:21]([O:24][CH3:25])[cH:22][c:23]12.[Pd+2:61].[c:32]1([P:33]([c:34]2[cH:35][cH:36][cH:37][cH:38][cH:39]2)[c:40]2[cH:41][cH:42][cH:43][cH:44][cH:45]2)[cH:46][cH:47][cH:48][cH:49][cH:50]1.[c:6]1([Li:12])[cH:7][cH:8][cH:9][cH:10][cH:11]1>>[c:6]1(-[c:14]2[n:15][n:16][c:17]([CH2:26][c:27]3[o:28][cH:29][cH:30][cH:31]3)[c:18]3[cH:19][cH:20][c:21]([O:24][CH3:25])[cH:22][c:23]23)[cH:7][cH:8][cH:9][cH:10][cH:11]1. Starting materials: C1=CC=C2C(=C1)C(=O)N(C2=O)CCC(=O)CBr (1-Bromo-4-N-phthalimido-2-butanone), NC(=S)N (thiourea), Cl (hydrochloric acid). The solvent is C(CC)O (n-propanol). Yields the product C1=CC=C2C(=C1)C(=O)N(C2=O)CCC3=CSC(=N3)N.Cl (2-Amino-4-[(2-N-phthalimido)ethyl]thiazole hydrochloride), solid. Yield: 72.0%. RXN SMILES: [CH:1]1[CH:6]=[C:5]2[C:7]([N:9]([CH2:12][CH2:13][C:14]([CH2:16]Br)=O)[C:10](=[O:11])[C:4]2=[CH:3][CH:2]=1)=[O:8].[NH2:18][C:19]([NH2:21])=[S:20].[ClH:22]>C(O)CC>[CH:1]1[CH:6]=[C:5]2[C:7]([N:9]([CH2:12][CH2:13][C:14]3[N:18]=[C:19]([NH2:21])[S:20][CH:16]=3)[C:10](=[O:11])[C:4]2=[CH:3][CH:2]=1)=[O:8].[ClH:22] |f:4.5|. Reported procedure: 1-Bromo-4-N-phthalimido-2-butanone (50.0 g 0.169 mol) and thiourea (25.71 g, 0.338 mol) were mixed with n-propanol (1000 ml) and concentrated hydrochloric acid (100 ml), and the reaction mixture was heated to reflux for 1.5 hour. After cooling, the precipitate was filtered and washed with n-propanol and ether. After air drying, the title product was obtained as a fluffy white solid (37.51 g, 0.121 mol, 72% yield), m.p. 230°-240° (decomp.).